Dataset: the Open Reaction Database (ORD), a public repository of structured organic reaction records. Task: describe an organic reaction: reactants, conditions, products, and yield Reactants: CCOCC, BrC1CCC1, I, [Mg], N#Cc1ccccc1N. The product is Nc1ccccc1C(=O)C1CCC1. Reaction SMILES: [CH3:17][CH2:18][O:19][CH2:20][CH3:21].[CH:1]1([Br:5])[CH2:2][CH2:3][CH2:4]1.[I:7].[Mg:6].[NH2:8][c:9]1[c:10]([C:11]#[N:12])[cH:13][cH:14][cH:15][cH:16]1>>[CH:1]1([C:11]([c:10]2[c:9]([NH2:8])[cH:16][cH:15][cH:14][cH:13]2)=[O:19])[CH2:2][CH2:3][CH2:4]1. The reactants are BrC1=CC=C(S1)C=CC(C(=O)O)=O (4-(5-bromo-thiophen-2-yl)-2-oxo-3-butenoic acid), C(C)(=O)Cl (Acetyl chloride). Solvent: CO (methanol), CO (methanol). Yields the product COC(C(C=CC=1SC(=CC1)Br)=O)=O (4-(5-bromo-thiophen-2-yl)-2-oxo-3-butenoic acid methyl ester). The yield is 81.5%. As a reaction SMILES: [C:1](Cl)(=O)C.[Br:5][C:6]1[S:10][C:9]([CH:11]=[CH:12][C:13](=[O:17])[C:14]([OH:16])=[O:15])=[CH:8][CH:7]=1>CO>[CH3:1][O:15][C:14](=[O:16])[C:13](=[O:17])[CH:12]=[CH:11][C:9]1[S:10][C:6]([Br:5])=[CH:7][CH:8]=1. Reported procedure: Acetyl chloride (36.4 mL, 515.7 mmol) was slowly added at 0° C. to methanol (200.0 mL) under stirring. A solution of 4-(5-bromo-thiophen-2-yl)-2-oxo-3-butenoic acid (39.6 g, 151.7 mmol) prepared in Step 1 in methanol (20.0 mL) was added to the reaction mixture at room temperature. The reaction mixture was stirred at 80° C. for 18 hours and then filtered to give 34.0 g of the titled compound as a yellow solid. Starting materials: COCCOc1cc(F)cc(CO)c1OCCOC, C1CCOC1, O, O=S(Cl)Cl, c1ccncc1. The product is COCCOc1cc(F)cc(CCl)c1OCCOC. Reaction SMILES: [F:1][c:2]1[cH:3][c:4]([O:15][CH2:16][CH2:17][O:18][CH3:19])[c:5]([O:10][CH2:11][CH2:12][O:13][CH3:14])[c:6]([CH2:8][OH:9])[cH:7]1.[O:31]1[CH2:32][CH2:33][CH2:34][CH2:35]1.[OH2:30].[S:26]([Cl:27])([Cl:28])=[O:29].[cH:20]1[cH:21][cH:22][n:23][cH:24][cH:25]1>>[F:1][c:2]1[cH:3][c:4]([O:15][CH2:16][CH2:17][O:18][CH3:19])[c:5]([O:10][CH2:11][CH2:12][O:13][CH3:14])[c:6]([CH2:8][Cl:28])[cH:7]1.